This data is from the Open Reaction Database (ORD), a public repository of structured organic reaction records. The task is: describe an organic reaction: reactants, conditions, products, and yield Reactants: FC=1C=C(C=C(C1NS(=O)(=O)C)F)C(C)NC(=O)C=1N=C(OC1)Cl (2-Chloro-oxazole-4-carboxylic acid [1-(3,5-difluoro-4-methanesulfonylamino-phenyl)-ethyl]-amide), C(C)(C)C1=C(C=CC=C1)O (2-isopropyl phenol). Product: FC=1C=C(C=C(C1NS(=O)(=O)C)F)C(C)NC(=O)C=1N=C(OC1)OC1=C(C=CC=C1)C(C)C (2-(2-Isopropyl-phenoxy)-oxazole-4-carboxylic acid [1-(3,5-difluoro-4-methanesulfonylamino-phenyl)-ethyl]-amide). Yield: 92.9%. Reaction SMILES: [F:1][C:2]1[CH:3]=[C:4]([CH:14]([NH:16][C:17]([C:19]2[N:20]=[C:21](Cl)[O:22][CH:23]=2)=[O:18])[CH3:15])[CH:5]=[C:6]([F:13])[C:7]=1[NH:8][S:9]([CH3:12])(=[O:11])=[O:10].[CH:25]([C:28]1[CH:33]=[CH:32][CH:31]=[CH:30][C:29]=1[OH:34])([CH3:27])[CH3:26]>>[F:1][C:2]1[CH:3]=[C:4]([CH:14]([NH:16][C:17]([C:19]2[N:20]=[C:21]([O:34][C:29]3[CH:30]=[CH:31][CH:32]=[CH:33][C:28]=3[CH:25]([CH3:27])[CH3:26])[O:22][CH:23]=2)=[O:18])[CH3:15])[CH:5]=[C:6]([F:13])[C:7]=1[NH:8][S:9]([CH3:12])(=[O:11])=[O:10]. Reported procedure: 2-Chloro-oxazole-4-carboxylic acid [1-(3,5-difluoro-4-methanesulfonylamino-phenyl)-ethyl]-amide (40 mg, 0.11 mmol) was reacted with 2-isopropyl phenol (18 mg, 0.12 mmol) to give the title compound (49 mg, 97%) after purification by column chromatography (gradient 12% to 100% EtOAc in n-hexane). Reactants: C1CCOC1, CN1CCN(c2ccc(N)cc2)CC1, Cc1cc(C(=O)Nc2ccc(C(=O)c3ccc4c(c3)NC(=O)C4=CO)cc2)n(C)n1. The product is Cc1cc(C(=O)Nc2ccc(C(=O)c3ccc4c(c3)NC(=O)C4=CNc3ccc(N4CCN(C)CC4)cc3)cc2)n(C)n1. As a reaction SMILES: [CH2:45]1[O:46][CH2:47][CH2:48][CH2:49]1.[CH3:31][N:32]1[CH2:33][CH2:34][N:35]([c:38]2[cH:39][cH:40][c:41]([NH2:44])[cH:42][cH:43]2)[CH2:36][CH2:37]1.[OH:1][CH:2]=[C:3]1[C:4](=[O:30])[NH:5][c:6]2[cH:7][c:8]([C:12](=[O:13])[c:14]3[cH:15][cH:16][c:17]([NH:20][C:21](=[O:22])[c:23]4[n:24]([CH3:29])[n:25][c:26]([CH3:28])[cH:27]4)[cH:18][cH:19]3)[cH:9][cH:10][c:11]21>>[CH:2](=[C:3]1[C:4](=[O:30])[NH:5][c:6]2[cH:7][c:8]([C:12](=[O:13])[c:14]3[cH:15][cH:16][c:17]([NH:20][C:21](=[O:22])[c:23]4[n:24]([CH3:29])[n:25][c:26]([CH3:28])[cH:27]4)[cH:18][cH:19]3)[cH:9][cH:10][c:11]21)[NH:44][c:41]1[cH:40][cH:39][c:38]([N:35]2[CH2:34][CH2:33][N:32]([CH3:31])[CH2:37][CH2:36]2)[cH:43][cH:42]1. Reactants: CNC1=CC=CC=C1 (N-methyl aniline), ester, [Li+].[OH-] (LiOH), C(C)OC(C[C@@H]1CCC2=CC(=CC=C12)OCCC1=NC(=CC=C1)Cl)=O (ethyl{(1S)-5-[2-(6-chloro-2-pyridinyl)ethoxy]-2,3-dihydro-1H-inden-1-yl}acetate), C1(=CC=CC=C1)C1=CC=CC=C1 (biphenyl), CC(C)([O-])C.[Na+] (sodium tert-butoxide). Reagents/catalysts: CC(=O)[O-].CC(=O)[O-].[Pd+2] (Pd(OAc)2). Solvent: C1(=CC=CC=C1)C (Toluene), C1CCOC1 (THF), O (H2O), CCO (EtOH). Conditions: temperature 100 celsius, time 18 hour. Product: CN(C1=CC=CC(=N1)CCOC=1C=C2CC[C@H](C2=CC1)CC(=O)O)C1=CC=CC=C1 ([(1S)-5-(2-{6-[methyl(phenyl)amino]-2-pyridinyl}ethoxy)-2,3-dihydro-1H-inden-1-yl]acetic acid). Yield: 46.1%. Reaction SMILES: C([O:3][C:4](=[O:25])[CH2:5][C@H:6]1[C:14]2[C:9](=[CH:10][C:11]([O:15][CH2:16][CH2:17][C:18]3[CH:23]=[CH:22][CH:21]=[C:20](Cl)[N:19]=3)=[CH:12][CH:13]=2)[CH2:8][CH2:7]1)C.C1(C2C=CC=CC=2)C=CC=CC=1.CC(C)([O-])C.[Na+].[CH3:44][NH:45][C:46]1[CH:51]=[CH:50][CH:49]=[CH:48][CH:47]=1.[Li+].[OH-]>C1COCC1.O.CCO.CC([O-])=O.CC([O-])=O.[Pd+2].C1(C)C=CC=CC=1>[CH3:44][N:45]([C:46]1[CH:51]=[CH:50][CH:49]=[CH:48][CH:47]=1)[C:20]1[N:19]=[C:18]([CH2:17][CH2:16][O:15][C:11]2[CH:10]=[C:9]3[C:14](=[CH:13][CH:12]=2)[C@H:6]([CH2:5][C:4]([OH:3])=[O:25])[CH2:7][CH2:8]3)[CH:23]=[CH:22][CH:21]=1 |f:2.3,5.6,10.11.12|. Reported procedure: An oven-dried flask charged with ethyl{(1S)-5-[2-6-chloro-2-pyridinyl)ethoxy]-2,3-dihydro-1H-inden-1-yl}acetate (Example 471, 100 mg, 0.277 mmol), Pd(OAc)2 (1.3 mg, 0.01 mmol), 2-di-t-butylphosphino)biphenyl (3.3 mg, 0.02 mmol), and sodium tert-butoxide (37.4 mg, 0.39 mmol) was purged with argon. Toluene (1 mL) and N-methyl aniline (59.6 mg, 0.56 mmol) were added, and the mixture was stirred at 100° C. for 18 h. The reaction mixture was then cooled to rt, loaded on an ion-exchange resin column (... Starting materials: ClC1=CC2=C(NC3=C2CNCC3)N=C1 (3-Chloro-6,7,8,9-tetrahydro-5H-dipyrido[2,3-b;3′,4′-d]pyrrole), [Na+].[I-] (NaI), Cl.ClCCN1CCOCC1 (4-(2-chloroethyl)morpholine hydrochloride), C(=O)([O-])[O-].[K+].[K+] (K2CO3). Solvent: CN(C)C=O (DMF), O (H2O). The product is ClC1=CC2=C(NC3=C2CN(CC3)CCN3CCOCC3)N=C1 (3-Chloro-6-(2-morpholin-4-yl-ethyl)-6,7,8,9-tetrahydro-5H-dipyrido[2,3-b;3′,4′-d]pyrrole). Isolated yield 42.9%. Reaction SMILES: [Cl:1][C:2]1[CH:14]=[N:13][C:5]2[NH:6][C:7]3[CH2:12][CH2:11][NH:10][CH2:9][C:8]=3[C:4]=2[CH:3]=1.Cl.Cl[CH2:17][CH2:18][N:19]1[CH2:24][CH2:23][O:22][CH2:21][CH2:20]1.C([O-])([O-])=O.[K+].[K+].[Na+].[I-]>CN(C=O)C.O>[Cl:1][C:2]1[CH:14]=[N:13][C:5]2[NH:6][C:7]3[CH2:12][CH2:11][N:10]([CH2:17][CH2:18][N:19]4[CH2:24][CH2:23][O:22][CH2:21][CH2:20]4)[CH2:9][C:8]=3[C:4]=2[CH:3]=1 |f:1.2,3.4.5,6.7|. Procedure details: 3-Chloro-6,7,8,9-tetrahydro-5H-dipyrido[2,3-b;3′,4′-d]pyrrole (100 mg, 0.48 mmol), 4-(2-chloroethyl)morpholine hydrochloride (99 mg, 0.53 mmol), K2CO3 (0.08 mL, 1.44 mmol), and NaI (0.02 mL; 0.53 mmol) were suspended in DMF (2 mL). The reaction solution was diluted with H2O, and extracted with EtOAc. The organic extracts were washed with brine, dried over MgSO4, filtered, and concentrated to provide 66 (66 mg, 43% yield) as a yellow solid. LC-MS (M+H=321, obsd.=321). Reactants: C(C)(C)(C)OC(NC1(CCCC1)CN(C(=O)[C@H]1[C@@H](C1)C1=NC(=CC=C1)F)C1=CC=C(C=C1)Br)=O ([1-({(4-Bromo-phenyl)-[trans-2-(6-fluoro-pyridin-2-yl)-cyclopropanecarbonyl]-amino}-methyl)-cyclopentyl]-carbamic acid t-butyl ester), arylboronic acid, C(=O)([O-])[O-].[K+].[K+] (K2CO3), CC#N.O (CH3CN H2O), CCOC(=O)C (EtOAc). The reagents and catalysts are Cl[Pd]([P](C1=CC=CC=C1)(C2=CC=CC=C2)C3=CC=CC=C3)([P](C4=CC=CC=C4)(C5=CC=CC=C5)C6=CC=CC=C6)Cl (Pd(PPh3)2Cl2). Reaction conditions: time 20 minute. Product: C(C)(C)(C)OC(NC1(CCCC1)CN(C1=CC=C(C=C1)C1=CC=C(C=C1)CCC)C(=O)[C@H]1[C@@H](C1)C1=NC(=CC=C1)F)=O ((1-{[[Trans-2-(6-fluoro-pyridin-2-yl)-cyclopropanecarbonyl]-(4′-propyl-biphenyl-4-yl)-amino]-methyl}-cyclopentyl)-carbamic acid tert-butyl ester). Reaction SMILES: [C:1]([O:5][C:6](=[O:34])[NH:7][C:8]1([CH2:13][N:14]([C:27]2[CH:32]=[CH:31][C:30](Br)=[CH:29][CH:28]=2)[C:15]([C@@H:17]2[CH2:19][C@H:18]2[C:20]2[CH:25]=[CH:24][CH:23]=[C:22]([F:26])[N:21]=2)=[O:16])[CH2:12][CH2:11][CH2:10][CH2:9]1)([CH3:4])([CH3:3])[CH3:2].C([O-])([O-])=O.[K+].[K+].CCO[C:44]([CH3:46])=O.[CH3:47][C:48]#N.O>Cl[Pd](Cl)([P](C1C=CC=CC=1)(C1C=CC=CC=1)C1C=CC=CC=1)[P](C1C=CC=CC=1)(C1C=CC=CC=1)C1C=CC=CC=1>[C:1]([O:5][C:6](=[O:34])[NH:7][C:8]1([CH2:13][N:14]([C:15]([C@@H:17]2[CH2:19][C@H:18]2[C:20]2[CH:25]=[CH:24][CH:23]=[C:22]([F:26])[N:21]=2)=[O:16])[C:27]2[CH:32]=[CH:31][C:30]([C:8]3[CH:12]=[CH:11][C:48]([CH2:47][CH2:44][CH3:46])=[CH:10][CH:9]=3)=[CH:29][CH:28]=2)[CH2:12][CH2:11][CH2:10][CH2:9]1)([CH3:4])([CH3:3])[CH3:2] |f:1.2.3,5.6,^1:53,72|. Procedure details: A mixture of [1-({(4-Bromo-phenyl)-[trans-2-(6-fluoro-pyridin-2-yl)-cyclopropanecarbonyl]-amino}-methyl)-cyclopentyl]-carbamic acid t-butyl ester (95 mg, 0.18 mmol), arylboronic acid (0.22 mmol), Pd(PPh3)2Cl2 (14 mg, 0.02 mmol) and K2CO3 (47 mg, 0.34 mmol) in CH3CN/H2O (3.5/0.5 mL) was macrowaved at 140° C. for 20 min. The reaction mixture was passed through a short silica pad (EtOAc) and concentrated. The residue was subjected to ISCO (12 g column, 0-50% EtOAc in hexaneover 25 min) to give the ...